Dataset: the Open Reaction Database (ORD), a public repository of structured organic reaction records. Task: describe an organic reaction: reactants, conditions, products, and yield Reactants: [Br-], C=C[Mg+], Cl, Nc1nc(Cl)c(C=O)c(Cl)n1, C1CCOC1, O. Product: C=CC(O)c1c(Cl)nc(N)nc1Cl. RXN SMILES: [Br-:12].[CH:13](=[CH2:14])[Mg+:15].[ClH:17].[NH2:1][c:2]1[n:3][c:4]([Cl:11])[c:5]([CH:9]=[O:10])[c:6]([Cl:8])[n:7]1.[O:18]1[CH2:19][CH2:20][CH2:21][CH2:22]1.[OH2:16]>>[NH2:1][c:2]1[n:3][c:4]([Cl:11])[c:5]([CH:9]([OH:10])[CH:13]=[CH2:14])[c:6]([Cl:8])[n:7]1. Reactants: C(C)(C)[N-]C(C)C.[Li+] (lithium diisopropylamide), CC1C(N(C1C=C)[Si](C)(C)C(C)(C)C)=O (3-methyl-[1-(t-butyldimethylsilyl)-4-vinyl-2-azetidinone]), C=O (formaldehyde), lithium enolate. The solvent is O1CCCC1 (tetrahydrofuran), C1CCOC1 (THF). Conditions: time 10 minute. Product: CC1(C(N(C1C=C)[Si](C)(C)C(C)(C)C)=O)CO (3-methyl-[1-(t-butyldimethylsilyl)-3-(hydroxymethyl)-4-vinyl-2-azetidinone]). As a reaction SMILES: C([N-]C(C)C)(C)C.[Li+].[CH3:9][CH:10]1[CH:13]([CH:14]=[CH2:15])[N:12]([Si:16]([C:19]([CH3:22])([CH3:21])[CH3:20])([CH3:18])[CH3:17])[C:11]1=[O:23].[CH2:24]=[O:25]>O1CCCC1>[CH3:9][C:10]1([CH2:24][OH:25])[CH:13]([CH:14]=[CH2:15])[N:12]([Si:16]([C:19]([CH3:22])([CH3:21])[CH3:20])([CH3:17])[CH3:18])[C:11]1=[O:23] |f:0.1|. Procedure: To a solution of freshly prepared lithium diisopropylamide (7.82 mmoles) in 36 ml anhydrous tetrahydrofuran under a nitrogen atmosphere at -75° C. is added a solution of 3-methyl-[1-(t-butyldimethylsilyl)-4-vinyl-2-azetidinone], 24, (1.60 g, 7.11 mmoles) in 10 ml anhydrous THF. The resulting yellow solution of the lithium enolate is, after 16 minutes, treated with excess formaldehyde (see Example 15, below). In 10 minutes, the reaction is quenched by adding 30 ml of a saturated aqueous ammonium ...